This data is from the Open Reaction Database (ORD), a public repository of structured organic reaction records. The task is: describe an organic reaction: reactants, conditions, products, and yield Reactants: [OH-].[Na+] (sodium hydroxide), [OH-].[Na+] (sodium hydroxide), C(#N)CNC(=O)N (cyanomethylurea), O (water), C(C=O)(=O)O (glyoxylic acid), [OH-].[Na+] (sodium hydroxide). The solvent is CO (methanol). Reaction conditions: temperature 30 celsius, time 1 hour. The product is C(C1=CC(=O)NC(=O)N1)(=O)O (orotic acid). Isolated yield 71.8%. Reaction SMILES: [C:1]([CH2:3][NH:4][C:5]([NH2:7])=[O:6])#N.[OH-:8].[Na+].O.[C:11]([OH:15])(=[O:14])[CH:12]=O>CO>[C:11]([OH:15])(=[O:14])[C:12]1[NH:7][C:5](=[O:6])[NH:4][C:3](=[O:8])[CH:1]=1 |f:1.2|. Reported procedure: A suspension of 57 g of cyanomethylurea in 45 ml of methanol is heated to boiling under agitation, combined with 3 ml of 8N sodium hydroxide solution, and heated under reflux for 30 minutes. The reaction mixture is then allowed to cool down to 30° C., 550 ml of water and 90 g of 50% strength glyoxylic acid are added thereto, and the mixture is neutralized with 8N sodium hydroxide solution at a temperature of maximally 30° C. until a pH of 6.5 has been attained. The mixture is then heated to 55°-... Starting materials: C1(=CC=CC=C1)COC(C1=CC(=CC(=C1)OCCCOC1=CC=CC=C1)OCCCCCCCCCCCCCCCCCC)=O (3-(octadecyloxy)-5-(3-phenoxypropoxy) benzoic acid phenylmethyl ester), [H][H] (hydrogen). Reagents/catalysts: [Pd] (palladium on carbon). Solvent: C1CCOC1 (THF), C(C)(=O)OCC (ethyl acetate). Product: C(CCCCCCCCCCCCCCCCC)OC=1C=C(C(=O)O)C=C(C1)OCCCOC1=CC=CC=C1 (3-(octadecyloxy) -5-(3-phenoxypropoxy)benzoic acid). Isolated yield 94.3%. As a reaction SMILES: C1(C[O:8][C:9](=[O:46])[C:10]2[CH:15]=[C:14]([O:16][CH2:17][CH2:18][CH2:19][O:20][C:21]3[CH:26]=[CH:25][CH:24]=[CH:23][CH:22]=3)[CH:13]=[C:12]([O:27][CH2:28][CH2:29][CH2:30][CH2:31][CH2:32][CH2:33][CH2:34][CH2:35][CH2:36][CH2:37][CH2:38][CH2:39][CH2:40][CH2:41][CH2:42][CH2:43][CH2:44][CH3:45])[CH:11]=2)C=CC=CC=1.[H][H]>[Pd].C1COCC1.C(OCC)(=O)C>[CH2:28]([O:27][C:12]1[CH:11]=[C:10]([CH:15]=[C:14]([O:16][CH2:17][CH2:18][CH2:19][O:20][C:21]2[CH:26]=[CH:25][CH:24]=[CH:23][CH:22]=2)[CH:13]=1)[C:9]([OH:46])=[O:8])[CH2:29][CH2:30][CH2:31][CH2:32][CH2:33][CH2:34][CH2:35][CH2:36][CH2:37][CH2:38][CH2:39][CH2:40][CH2:41][CH2:42][CH2:43][CH2:44][CH3:45]. Procedure: A mixture of 14.6 g of 3-(octadecyloxy)-5-(3-phenoxypropoxy) benzoic acid phenylmethyl ester and 3 g of 10% palladium on carbon in 200 ml THF and 20 ml ethyl acetate was shaken in a hydrogen atmosphere at room temperature for 2 hours. The catalyst was removed by filtration and the filtrate was concentrated to a solid which was recrystallized from ether-hexane to give 11.8 g (95% yield, mp 79°-81°) of 3-(octadecyloxy) -5-(3-phenoxypropoxy)benzoic acid. Reactants: COC1=CC(=C(C(=C1)C)S(=O)(=O)N(C)CC1=CC(=CO1)C(=O)O)C (5-({[(4-Methoxy-2,6-dimethylphenyl)sulfonyl](methyl)amino}methyl)furan-3-carboxylic acid), C1=CN(C=N1)C(=O)N2C=CN=C2 (CDI), CNCC1=CC=C(C=C1)C=1C=NC=NC1 (N-methyl-1-[4-(pyrimidin-5-yl)phenyl]methanamine). Run in C1CCOC1 (THF), CN(C)C=O (DMF). The product is COC1=CC(=C(C(=C1)C)S(=O)(=O)N(C)CC1=CC(=CO1)C(=O)N(CC1=CC=C(C=C1)C=1C=NC=NC1)C)C (5-({[(4-methoxy-2,6-dimethylphenyl)sulfonyl](methyl)amino}methyl)-N-methyl-N-(4-pyrimidin-5-ylbenzyl)furan-3-carboxamide). As a reaction SMILES: [CH3:1][O:2][C:3]1[CH:8]=[C:7]([CH3:9])[C:6]([S:10]([N:13]([CH2:15][C:16]2[O:20][CH:19]=[C:18]([C:21](O)=[O:22])[CH:17]=2)[CH3:14])(=[O:12])=[O:11])=[C:5]([CH3:24])[CH:4]=1.C1N=CN(C(N2C=NC=C2)=O)C=1.[CH3:37][NH:38][CH2:39][C:40]1[CH:45]=[CH:44][C:43]([C:46]2[CH:47]=[N:48][CH:49]=[N:50][CH:51]=2)=[CH:42][CH:41]=1>C1COCC1.CN(C=O)C>[CH3:1][O:2][C:3]1[CH:4]=[C:5]([CH3:24])[C:6]([S:10]([N:13]([CH2:15][C:16]2[O:20][CH:19]=[C:18]([C:21]([N:38]([CH3:37])[CH2:39][C:40]3[CH:41]=[CH:42][C:43]([C:46]4[CH:51]=[N:50][CH:49]=[N:48][CH:47]=4)=[CH:44][CH:45]=3)=[O:22])[CH:17]=2)[CH3:14])(=[O:12])=[O:11])=[C:7]([CH3:9])[CH:8]=1. Reported procedure: The title compound was prepared according to general procedure AA using 5-({[(4-Methoxy-2,6-dimethylphenyl)sulfonyl](methyl)amino}methyl)furan-3-carboxylic acid (75 mg, 0.21 mmol), CDI (41 mg, 0.25 mmol) and N-methyl-1-[4-(pyrimidin-5-yl)phenyl]methanamine (42 mg, 0.21 mmol) in THF (4.5 mL) and DMF (0.6 mL). The crude product was purified using prep method A. Reactants: COC=1C=C2C(=CN(C2=CC1)C)C1=CC=2C(=NC=C(N2)CN)N1COCC[Si](C)(C)C ((6-(5-Methoxy-1-methyl-1H-indol-3-yl)-5-((2-(trimethylsilyl)ethoxy)methyl)-5H-pyrrolo[2,3-b]pyrazin-2-yl)methanamine), C(=O)OCC (ethyl formate). Yields the product COC=1C=C2C(=CN(C2=CC1)C)C1=CC=2C(=NC=C(N2)CNC=O)N1COCC[Si](C)(C)C (N-((6-(5-methoxy-1-methyl-1H-indol-3-yl)-5-((2-(trimethylsilyl)ethoxy)methyl)-5H-pyrrolo[2,3-b]pyrazin-2-yl)methyl)formamide). Yield: 97.6%. Reaction SMILES: [CH3:1][O:2][C:3]1[CH:4]=[C:5]2[C:9](=[CH:10][CH:11]=1)[N:8]([CH3:12])[CH:7]=[C:6]2[C:13]1[N:23]([CH2:24][O:25][CH2:26][CH2:27][Si:28]([CH3:31])([CH3:30])[CH3:29])[C:16]2=[N:17][CH:18]=[C:19]([CH2:21][NH2:22])[N:20]=[C:15]2[CH:14]=1.[CH:32](OCC)=[O:33]>>[CH3:1][O:2][C:3]1[CH:4]=[C:5]2[C:9](=[CH:10][CH:11]=1)[N:8]([CH3:12])[CH:7]=[C:6]2[C:13]1[N:23]([CH2:24][O:25][CH2:26][CH2:27][Si:28]([CH3:30])([CH3:29])[CH3:31])[C:16]2=[N:17][CH:18]=[C:19]([CH2:21][NH:22][CH:32]=[O:33])[N:20]=[C:15]2[CH:14]=1. Procedure details: (6-(5-Methoxy-1-methyl-1H-indol-3-yl)-5-((2-(trimethylsilyl)ethoxy)methyl)-5H-pyrrolo[2,3-b]pyrazin-2-yl)methanamine (0.095 g, 0.22 mmol, Example #20, Step G) in ethyl formate (4.4 mL, 54.0 mmol) was heated at about 60° C. in an oil bath for about 45 min. The mixture was cooled and evaporated to give N-((6-(5-methoxy-1-methyl-1H-indol-3-yl)-5-((2-(trimethylsilyl)ethoxy)methyl)-5H-pyrrolo[2,3-b]pyrazin-2-yl)methyl)formamide (0.10 g, 100%): LC/MS (Table 2, Method a) Rt=2.65 min; MS m/z: 466 (M+H)+... The reactants are Cl (HCl), NC1=C(C=C(C(=O)O)C=C1)O (4-amino-3-hydroxybenzoic acid), CO (MeOH). Run at temperature 70 celsius. Yields the product NC1=C(C=C(C(=O)OC)C=C1)O (Methyl 4-Amino-3-hydroxybenzoate). RXN SMILES: Cl.[NH2:2][C:3]1[CH:11]=[CH:10][C:6]([C:7]([OH:9])=[O:8])=[CH:5][C:4]=1[OH:12].[CH3:13]O>>[NH2:2][C:3]1[CH:11]=[CH:10][C:6]([C:7]([O:9][CH3:13])=[O:8])=[CH:5][C:4]=1[OH:12]. Procedure: HCl (g) was bubbled through a solution of 4-amino-3-hydroxybenzoic acid (7 g, 54.8 mmol) in MeOH (450 mL) until saturated then the mixture was heated at 70° C. for 16 hr. The mixture was concentrated in vacuo, the residue taken up in EtOAc, washed with saturated NaHCO3 then brine and dried (MgSO4). Removal of the solvent yielded the title compound as a brown solid. Reaction SMILES: [NH2:1][C:2](=[N:43][OH:44])[C:3]1[CH:8]=[CH:7][C:6]([C@@:9]2([CH3:42])[C:13](=[O:14])[N:12]([CH2:15][C:16]([O:18]CC3C=CC4C(=CC=CC=4)C=3)=[O:17])[C:11](=[O:30])[N:10]2[CH2:31][C:32]2[CH:41]=[CH:40][C:39]3[C:34](=[CH:35][CH:36]=[CH:37][CH:38]=3)[CH:33]=2)=[CH:5][CH:4]=1>CO.[OH-].[Pd+2].[OH-].S([O-])([O-])(=O)=O.[Ba+2]>[NH2:1][C:2](=[N:43][OH:44])[C:3]1[CH:4]=[CH:5][C:6]([C@@:9]2([CH3:42])[C:13](=[O:14])[N:12]([CH2:15][C:16]([OH:18])=[O:17])[C:11](=[O:30])[N:10]2[CH2:31][C:32]2[CH:41]=[CH:40][C:39]3[C:34](=[CH:35][CH:36]=[CH:37][CH:38]=3)[CH:33]=2)=[CH:7][CH:8]=1 |f:2.3.4.5.6|. Yields the product NC(C1=CC=C(C=C1)[C@@]1(N(C(N(C1=O)CC(=O)O)=O)CC1=CC2=CC=CC=C2C=C1)C)=NO (((S)-4-(4-(Amino-hydroximino-methyl)phenyl)-3-(2-naphthylmethyl)-4-methyl-2,5-dioxoimidazolidin-1-yl)acetic acid). The reagents and catalysts are [OH-].[Pd+2].[OH-].S(=O)(=O)([O-])[O-].[Ba+2] (palladium hydroxide barium sulfate). Reactants: NC(C1=CC=C(C=C1)[C@@]1(N(C(N(C1=O)CC(=O)OCC1=CC2=CC=CC=C2C=C1)=O)CC1=CC2=CC=CC=C2C=C1)C)=NO (2-naphthylmethyl ((S)-4-(4-(amino-hydroximino-methyl)phenyl)-3-(2-naphthylmethyl)-4-methyl-2,5-dioxoimidazolidin-1-yl)acetate). Procedure: 2 g (3.4 mmol) of 2-naphthylmethyl ((S)-4-(4-(amino-hydroximino-methyl)phenyl)-3-(2-naphthylmethyl)-4-methyl-2,5-dioxoimidazolidin-1-yl)acetate in 200 ml of absolute methanol were hydrogenated over palladium hydroxide/barium sulfate for 4 h. The catalyst was filtered off, the filtrate was concentrated in vacuo and the residue was stirred with ethyl acetate. The product was filtered off with suction and dried in a high vacuum. 0.56 g (37%) of the title compound was obtained. Yield: 36.9%. Run in CO (methanol). Reactants: O=C([O-])[O-], CCOC(=O)C(Cl)C(=O)OCC, CC(C)=O, [K+], [K+], Oc1ccc2ccccc2c1. The product is CCOC(=O)C(Oc1ccc2ccccc2c1)C(=O)OCC. Reaction SMILES: [C:24](=[O:25])([O-:26])[O-:27].[CH2:12]([CH3:13])[O:14][C:15]([CH:16]([C:17](=[O:18])[O:19][CH2:20][CH3:21])[Cl:22])=[O:23].[CH3:30][C:31](=[O:32])[CH3:33].[K+:28].[K+:29].[OH:1][c:2]1[cH:3][cH:4][c:5]2[cH:6][cH:7][cH:8][cH:9][c:10]2[cH:11]1>>[O:1]([c:2]1[cH:3][cH:4][c:5]2[cH:6][cH:7][cH:8][cH:9][c:10]2[cH:11]1)[CH:16]([C:15]([O:14][CH2:12][CH3:13])=[O:23])[C:17](=[O:18])[O:19][CH2:20][CH3:21].